This data is from the Open Reaction Database (ORD), a public repository of structured organic reaction records. The task is: describe an organic reaction: reactants, conditions, products, and yield Procedure: Prepared analogously to Example 9 by reaction of N-[2-(4-carboxyphenyl)-1-methylethyl]-2-hydroxy-2-(2-acetylamino-thiazol-4-yl)ethanamine and 1N hydrochloric acid. Yields the product Cl.Cl.C(=O)(O)C1=CC=C(C=C1)CC(C)NCC(C=1N=C(SC1)N)O (N-[2-(4-Carboxyphenyl)-1-methylethyl]-2-hydroxy-2-(2-amino-thiazol-4-yl)ethanamine dihydrochloride). Reactants: C(=O)(O)C1=CC=C(C=C1)CC(C)NCC(C=1N=C(SC1)NC(C)=O)O (N-[2-(4-carboxyphenyl)-1-methylethyl]-2-hydroxy-2-(2-acetylamino-thiazol-4-yl)ethanamine), Cl (hydrochloric acid). Reaction SMILES: [C:1]([C:4]1[CH:9]=[CH:8][C:7]([CH2:10][CH:11]([NH:13][CH2:14][CH:15]([OH:25])[C:16]2[N:17]=[C:18]([NH:21]C(=O)C)[S:19][CH:20]=2)[CH3:12])=[CH:6][CH:5]=1)([OH:3])=[O:2].[ClH:26]>>[ClH:26].[ClH:26].[C:1]([C:4]1[CH:9]=[CH:8][C:7]([CH2:10][CH:11]([NH:13][CH2:14][CH:15]([OH:25])[C:16]2[N:17]=[C:18]([NH2:21])[S:19][CH:20]=2)[CH3:12])=[CH:6][CH:5]=1)([OH:3])=[O:2] |f:2.3.4|. Starting materials: BrC1=NN(C2=C1C=NC=C2)C(C2=CC=CC=C2)(C2=CC=CC=C2)C2=CC=CC=C2 (3-bromo-1-trityl-1H-pyrazolo[4,3-c]pyridine), FC=1C=C(C=CC1)B(O)O (3-fluorophenylboronic acid), O.O.O.O.O.O.O.O.[OH-].[Ba+2].[OH-] (barium hydroxide octahydrate), C(OC)COC (dimethoxyethane). Reagents/catalysts: C=1C=CC(=CC1)[P](C=2C=CC=CC2)(C=3C=CC=CC3)[Pd]([P](C=4C=CC=CC4)(C=5C=CC=CC5)C=6C=CC=CC6)([P](C=7C=CC=CC7)(C=8C=CC=CC8)C=9C=CC=CC9)[P](C=1C=CC=CC1)(C=1C=CC=CC1)C=1C=CC=CC1 (tetrakis(triphenylphosphine)palladium(0)). Run in O (water), C(C)(=O)OCC (ethyl acetate), O (water). The product is FC=1C=C(C=CC1)C1=NN(C2=C1C=NC=C2)C(C2=CC=CC=C2)(C2=CC=CC=C2)C2=CC=CC=C2 (3-(3-Fluorophenyl)-1-trityl-1H-pyrazolo[4,3-c]pyridine). Isolated yield 93.6%. As a reaction SMILES: Br[C:2]1[C:6]2[CH:7]=[N:8][CH:9]=[CH:10][C:5]=2[N:4]([C:11]([C:24]2[CH:29]=[CH:28][CH:27]=[CH:26][CH:25]=2)([C:18]2[CH:23]=[CH:22][CH:21]=[CH:20][CH:19]=2)[C:12]2[CH:17]=[CH:16][CH:15]=[CH:14][CH:13]=2)[N:3]=1.[F:30][C:31]1[CH:32]=[C:33](B(O)O)[CH:34]=[CH:35][CH:36]=1.O.O.O.O.O.O.O.O.[OH-].[Ba+2].[OH-].C(COC)OC>C(OCC)(=O)C.O.C1C=CC([P]([Pd]([P](C2C=CC=CC=2)(C2C=CC=CC=2)C2C=CC=CC=2)([P](C2C=CC=CC=2)(C2C=CC=CC=2)C2C=CC=CC=2)[P](C2C=CC=CC=2)(C2C=CC=CC=2)C2C=CC=CC=2)(C2C=CC=CC=2)C2C=CC=CC=2)=CC=1>[F:30][C:31]1[CH:36]=[C:35]([C:2]2[C:6]3[CH:7]=[N:8][CH:9]=[CH:10][C:5]=3[N:4]([C:11]([C:24]3[CH:29]=[CH:28][CH:27]=[CH:26][CH:25]=3)([C:18]3[CH:23]=[CH:22][CH:21]=[CH:20][CH:19]=3)[C:12]3[CH:17]=[CH:16][CH:15]=[CH:14][CH:13]=3)[N:3]=2)[CH:34]=[CH:33][CH:32]=1 |f:2.3.4.5.6.7.8.9.10.11.12,^1:67,69,88,107|. Procedure: A solution of 500 mg of 3-bromo-1-trityl-1H-pyrazolo[4,3-c]pyridine, 131 mg of 3-fluorophenylboronic acid, tetrakis(triphenylphosphine)palladium(0) and 537 mg of barium hydroxide octahydrate in a mixed solution of 18 mL of dimethoxyethane and 3 mL of water was stirred at 80° C. for 2 hours. The solution was diluted with ethyl acetate and water, followed by filtration through Celite. The organic layer of filtrate was washed with saturated brine, dried over anhydrous magnesium sulfate, and the sol... Starting materials: N1CCC(CC1)NC(OC(C)(C)C)=O (tert-butyl piperidin-4-ylcarbamate), BrC=1N=NC=CC1 (3-bromopyridazine), [F-].[Cs+] (CsF), C(=O)([O-])[O-].[K+].[K+] (K2CO3). Run in CS(=O)C (DMSO), C(Cl)Cl (DCM), O (Water). Run at temperature 100 celsius. Yields the product N1=NC(=CC=C1)N1CCC(CC1)NC(OC(C)(C)C)=O (tert-butyl 1-(pyridazine-3-yl)piperidin-4-ylcarbamate). Yield: 35.4%. RXN SMILES: [NH:1]1[CH2:6][CH2:5][CH:4]([NH:7][C:8](=[O:14])[O:9][C:10]([CH3:13])([CH3:12])[CH3:11])[CH2:3][CH2:2]1.Br[C:16]1[N:17]=[N:18][CH:19]=[CH:20][CH:21]=1.[F-].[Cs+].C([O-])([O-])=O.[K+].[K+]>CS(C)=O.C(Cl)Cl.O>[N:17]1[CH:16]=[CH:21][CH:20]=[C:19]([N:1]2[CH2:2][CH2:3][CH:4]([NH:7][C:8](=[O:14])[O:9][C:10]([CH3:11])([CH3:13])[CH3:12])[CH2:5][CH2:6]2)[N:18]=1 |f:2.3,4.5.6|. Procedure details: The reaction mixture of tert-butyl piperidin-4-ylcarbamate (250 mg, 1.25 mmol), 3-bromopyridazine (258 mg, 1.62 mmol), CsF (37.9 mg, 0.25 mmol), and K2CO3 (518 mg, 3.74 mmol) in DMSO (12.5 mL) was heated at 100° C. for 20 h. Water and DCM were poured into the mixture, and the separated aqueous layer was extracted with DCM, the combined organic layers were dried over Na2SO4, filtered, concentrated in vacuo. The residue was purified by column chromatography (Hexane:EtOAc=1:1) to give tert-butyl 1-... Yields the product CS(=O)(=O)O.ClC1=C(OCC(=O)OCC)C=CC(=C1)CCN[C@H]([C@@H](C1=CC=C(C=C1)O)O)C (ethyl 2-[2-chloro-4-[2-[[(1S,2R)-2-hydroxy-2-(4-hydroxyphenyl)-1-methylethyl]amino]ethyl]phenoxy]acetate methanesulfonate). RXN SMILES: [Cl:1][C:2]1[CH:14]=[C:13]([CH2:15][CH2:16][NH:17][C@@H:18]([CH3:28])[C@H:19]([OH:27])[C:20]2[CH:25]=[CH:24][C:23]([OH:26])=[CH:22][CH:21]=2)[CH:12]=[CH:11][C:3]=1[O:4][CH2:5][C:6]([O:8][CH2:9][CH3:10])=[O:7].[CH3:29][S:30]([OH:33])(=[O:32])=[O:31]>C(O)C>[CH3:29][S:30]([OH:33])(=[O:32])=[O:31].[Cl:1][C:2]1[CH:14]=[C:13]([CH2:15][CH2:16][NH:17][C@@H:18]([CH3:28])[C@H:19]([OH:27])[C:20]2[CH:21]=[CH:22][C:23]([OH:26])=[CH:24][CH:25]=2)[CH:12]=[CH:11][C:3]=1[O:4][CH2:5][C:6]([O:8][CH2:9][CH3:10])=[O:7] |f:3.4|. Reactants: ClC1=C(OCC(=O)OCC)C=CC(=C1)CCN[C@H]([C@@H](C1=CC=C(C=C1)O)O)C (ethyl 2-[2-chloro-4-[2-[[(1S,2R)-2-hydroxy-2-(4-hydroxyphenyl)-1-methylethyl]amino]ethyl]phenoxy]acetate), CS(=O)(=O)O (methanesulfonic acid). Solvent: C(C)O (ethanol). Procedure: To a stirred solution of ethyl 2-[2-chloro-4-[2-[[(1S,2R)-2-hydroxy-2-(4-hydroxyphenyl)-1-methylethyl]amino]ethyl]phenoxy]acetate (770 mg) in ethanol (4 ml) was added methanesulfonic acid (79 μl) at room temperature, and the mixture was stirred for 30 minutes. Collection of the resulting precipitates by filtration gave ethyl 2-[2-chloro-4-[2-[[(1S,2R)-2-hydroxy-2-(4-hydroxyphenyl)-1-methylethyl]amino]ethyl]phenoxy]acetate methanesulfonate (220 mg). Reaction conditions: time 30 minute.